This data is from the Open Reaction Database (ORD), a public repository of structured organic reaction records. The task is: describe an organic reaction: reactants, conditions, products, and yield The reactants are C, COC(=O)c1cc(OC)c(-c2ccccc2)cc1NC(=O)c1cc(N2CCCCC2)ccc1OCc1ccccc1, CO, CCOC(C)=O, [Pd]. Product: COC(=O)c1cc(OC)c(-c2ccccc2)cc1NC(=O)c1cc(N2CCCCC2)ccc1O. As a reaction SMILES: [C:50].[CH2:1]([c:2]1[cH:3][cH:4][cH:5][cH:6][cH:7]1)[O:8][c:9]1[c:10]([C:11](=[O:12])[NH:13][c:14]2[c:15]([C:16](=[O:17])[O:18][CH3:19])[cH:20][c:21]([O:30][CH3:31])[c:22](-[c:24]3[cH:25][cH:26][cH:27][cH:28][cH:29]3)[cH:23]2)[cH:32][c:33]([N:36]2[CH2:37][CH2:38][CH2:39][CH2:40][CH2:41]2)[cH:34][cH:35]1.[CH3:42][OH:43].[CH3:44][CH2:45][O:46][C:47](=[O:48])[CH3:49].[Pd:51]>>[OH:8][c:9]1[c:10]([C:11](=[O:12])[NH:13][c:14]2[c:15]([C:16](=[O:17])[O:18][CH3:19])[cH:20][c:21]([O:30][CH3:31])[c:22](-[c:24]3[cH:25][cH:26][cH:27][cH:28][cH:29]3)[cH:23]2)[cH:32][c:33]([N:36]2[CH2:37][CH2:38][CH2:39][CH2:40][CH2:41]2)[cH:34][cH:35]1. Starting materials: C(C1=CC=CC=C1)N1CC2=C(N=C(N=C2OC)C2=C(C=CC=C2C)C)CC1 (6-benzyl-2-(2,6-dimethylphenyl)-4-methoxy-5,6,7,8-tetrahydropyrido[4,3-d]pyrimidine), C(C)(=O)O (acetic acid). Reagents/catalysts: [OH-].[OH-].[Pd+2] (Pd(OH)2). Run in C1CCOC1 (THF), O (H2O). Conditions: time 30 minute. Yields the product CC1=C(C(=CC=C1)C)C=1N=C(C2=C(N1)CCNC2)OC (2-(2,6-dimethylphenyl)-4-methoxy-5,6,7,8-tetrahydropyrido[4,3-d]pyrimidine). RXN SMILES: C([N:8]1[CH2:27][CH2:26][C:11]2[N:12]=[C:13]([C:18]3[C:23]([CH3:24])=[CH:22][CH:21]=[CH:20][C:19]=3[CH3:25])[N:14]=[C:15]([O:16][CH3:17])[C:10]=2[CH2:9]1)C1C=CC=CC=1.C(O)(=O)C>C1COCC1.O.[OH-].[OH-].[Pd+2]>[CH3:24][C:23]1[CH:22]=[CH:21][CH:20]=[C:19]([CH3:25])[C:18]=1[C:13]1[N:14]=[C:15]([O:16][CH3:17])[C:10]2[CH2:9][NH:8][CH2:27][CH2:26][C:11]=2[N:12]=1 |f:4.5.6|. Procedure: To a solution of 6-benzyl-2-(2,6-dimethylphenyl)-4-methoxy-5,6,7,8-tetrahydropyrido[4,3-d]pyrimidine (7.08 g, 19.70 mmol) in THF (100 mL) and H2O (12.50 mL), was added 20% Pd(OH)2 wet (50% dry basis, 2.77 g, 1.970 mmol), followed by acetic acid (2.26 mL, 39.4 mmol). The reaction was stirred at r.t. under hydrogen atmosphere for 30 min, then heated to 40° C. for 16 h. The reaction mixture was cooled to r.t. and filtered through a Celite® pad which was washed with methanol. The organic solvent in ... The reactants are C(CCl)Cl (EDC), N([C@@H](C)C(=O)NCC(=O)O)C(=O)OC(C)(C)C (Boc-Ala-Gly-OH), NCC(=O)OCC1=CC=CC=C1 (Gly-OBzl), C=1C=CC2=C(C1)N=NN2O (HOBT), CN1CCOCC1 (NMM). Solvent: C(Cl)Cl (DCM). Run at temperature 0 celsius, time 22 hour. The product is N([C@@H](C)C(=O)NCC(=O)NCC(=O)OCC1=CC=CC=C1)C(=O)OC(C)(C)C (Boc-Ala-Gly-Gly-OBzl). As a reaction SMILES: C(Cl)CCl.[NH:5]([C:15]([O:17][C:18]([CH3:21])([CH3:20])[CH3:19])=[O:16])[C@H:6]([C:8]([NH:10][CH2:11][C:12]([OH:14])=O)=[O:9])[CH3:7].[NH2:22][CH2:23][C:24]([O:26][CH2:27][C:28]1[CH:33]=[CH:32][CH:31]=[CH:30][CH:29]=1)=[O:25].C1C=CC2N(O)N=NC=2C=1.CN1CCOCC1>C(Cl)Cl>[NH:5]([C:15]([O:17][C:18]([CH3:21])([CH3:20])[CH3:19])=[O:16])[C@H:6]([C:8]([NH:10][CH2:11][C:12]([NH:22][CH2:23][C:24]([O:26][CH2:27][C:28]1[CH:33]=[CH:32][CH:31]=[CH:30][CH:29]=1)=[O:25])=[O:14])=[O:9])[CH3:7]. Procedure details: One equivalent of 0.39 g (2 mmol) EDC (Aldrich) is added into a stirred solution of 0.5 g (2 mmol) of Boc Ala-Gly-OH (12), 0.4 g of (2 mmol) of Gly-OBzl (Sigma), 0.27 g of HOBT (Aldrich), and 0.2 ml of NMM in 100 ml of DCM at ice bath temperature. The reaction mixture is stirred for 3 h at 0° C. and 22 h at ambient temperature. The reaction mixture is concentrated using a rotary evaporator, and the residue is dissolved in 100 ml of ethyl acetate. The ethyl acetate solution is extracted with 10% ... The reactants are Cl (HCl), [N+](=O)([O-])C1=C(C2=CC=CC=C2C(=C1)[N+](=O)[O-])C(C(=O)OC(C)(C)C)C(=O)OCC (t-butyl ethyl (2,4-dinitronaphthalen-1-yl)malonate). Solvent: CCOC(=O)C (AcOEt), CCOC(=O)C (AcOEt). Reaction conditions: time 8 hour. The product is [N+](=O)([O-])C1=C(C2=CC=CC=C2C(=C1)[N+](=O)[O-])CC(=O)OCC (ethyl (2,4-dinitronaphthalen-1-yl)acetate). Isolated yield 68.8%. As a reaction SMILES: Cl.[N+:2]([C:5]1[CH:14]=[C:13]([N+:15]([O-:17])=[O:16])[C:12]2[C:7](=[CH:8][CH:9]=[CH:10][CH:11]=2)[C:6]=1[CH:18](C(OCC)=O)[C:19]([O:21][C:22](C)(C)[CH3:23])=[O:20])([O-:4])=[O:3]>CCOC(C)=O>[N+:2]([C:5]1[CH:14]=[C:13]([N+:15]([O-:17])=[O:16])[C:12]2[C:7](=[CH:8][CH:9]=[CH:10][CH:11]=2)[C:6]=1[CH2:18][C:19]([O:21][CH2:22][CH3:23])=[O:20])([O-:4])=[O:3]. Procedure: Concentrated HCl (1.5 mL) was added to a solution of t-butyl ethyl (2,4-dinitronaphthalen-1-yl)malonate (0.60 g, 1.48 mmol) in AcOEt (6 mL), and the mixture was stirred overnight. The mixture was diluted with AcOEt (30 mL), washed with H2O (10 mL), saturated aqueous NaHCO3 (10 mL) and saturated aqueous NaCl (10 mL). The organic layer was dried (Na2SO4) and concentrated under reduced pressure. Recrystallization (Ether) afforded ethyl (2,4-dinitronaphthalen-1-yl)acetate (0.31 g, 69%) as a pale ora... Product: COC1=CC2=C(N=CS2)C=C1C (6-methoxy-5-methylbenzo[d]thiazole). Procedure: To a solution of 6-methoxy-5-methylbenzo[d]thiazol-2-amine (5A) (1.24 g, 6.42 mmol) in H3PO4 (5 mL) at 0° C., was added NaNO2 (2.2 g, 32 mmol) in minimal amount of water. The reaction mixture was stirred at 0° C. for 20 min. The reaction mixture was then transferred to ice-cold hypophosphorous acid (50%, 5 ml) and slowly warmed to room temperature and stirred at room temperature until gas evolution ceases. Solid Na2CO3 was added to neutralize the reaction and the mixture was extracted by ethyl a... Reactants: COC1=CC2=C(N=C(S2)N)C=C1C (6-methoxy-5-methylbenzo[d]thiazol-2-amine), N(=O)[O-].[Na+] (NaNO2), O (water), ice, C(=O)([O-])[O-].[Na+].[Na+] (Na2CO3). RXN SMILES: [CH3:1][O:2][C:3]1[C:12]([CH3:13])=[CH:11][C:6]2[N:7]=[C:8](N)[S:9][C:5]=2[CH:4]=1.N([O-])=O.[Na+].O.C([O-])([O-])=O.[Na+].[Na+]>OP(O)(O)=O>[CH3:1][O:2][C:3]1[C:12]([CH3:13])=[CH:11][C:6]2[N:7]=[CH:8][S:9][C:5]=2[CH:4]=1 |f:1.2,4.5.6|. Solvent: OP(=O)(O)O (H3PO4). Conditions: temperature 0 celsius, time 20 minute.